From a dataset of the Open Reaction Database (ORD), a public repository of structured organic reaction records. describe an organic reaction: reactants, conditions, products, and yield The reactants are C(C1=CC=CC=C1)OC(=O)N1CCC(CC1)CNC1=NC=CN=C1Cl (4-[(3-Chloro-pyrazin-2-ylamino)-methyl]-piperidine-1-carboxylic acid benzyl ester), C[O-].[Na+] (sodium methoxide). Run in CO (methanol). Product: C(C1=CC=CC=C1)OC(=O)N1CCC(CC1)CNC1=NC=CN=C1OC (4-[(3-Methoxy-pyrazin-2-ylamino)-methyl]-piperidine-1-carboxylic acid benzyl ester). Reaction SMILES: [CH2:1]([O:8][C:9]([N:11]1[CH2:16][CH2:15][CH:14]([CH2:17][NH:18][C:19]2[C:24](Cl)=[N:23][CH:22]=[CH:21][N:20]=2)[CH2:13][CH2:12]1)=[O:10])[C:2]1[CH:7]=[CH:6][CH:5]=[CH:4][CH:3]=1.[CH3:26][O-:27].[Na+]>CO>[CH2:1]([O:8][C:9]([N:11]1[CH2:16][CH2:15][CH:14]([CH2:17][NH:18][C:19]2[C:24]([O:27][CH3:26])=[N:23][CH:22]=[CH:21][N:20]=2)[CH2:13][CH2:12]1)=[O:10])[C:2]1[CH:7]=[CH:6][CH:5]=[CH:4][CH:3]=1 |f:1.2|. Reported procedure: 4-[(3-Chloro-pyrazin-2-ylamino)-methyl]-piperidine-1-carboxylic acid benzyl ester (2.72 g, 7.54 mmol) and 0.5 M sodium methoxide in methanol (40 mL) were heated under nitrogen at 60° C. for 2 days, cooled, evaporated and the residue partitioned between EtOAc and water. The organic layer was washed with brine, dried and solvent evaporated to afford crude material, purified by flash chromatography on silica (gradient 25 to 100% EtOAc hexane) to give the desired compound as a solid. The solid was s...